From a dataset of the Open Reaction Database (ORD), a public repository of structured organic reaction records. describe an organic reaction: reactants, conditions, products, and yield Reactants: COC(C)(C)C, C1CCOC1, CC(C)CCON=O, Cc1cc(C#N)c(N)cc1C(F)(F)F. The product is Cc1cc(C#N)ccc1C(F)(F)F. Reaction SMILES: [C:28]([O:29][CH3:30])([CH3:31])([CH3:32])[CH3:33].[CH2:23]1[O:24][CH2:25][CH2:26][CH2:27]1.[CH3:15][CH:16]([CH2:17][CH2:18][O:19][N:20]=[O:21])[CH3:22].[NH2:1][c:2]1[c:3]([C:4]#[N:5])[cH:6][c:7]([CH3:14])[c:8]([C:10]([F:11])([F:12])[F:13])[cH:9]1>>[cH:2]1[c:3]([C:4]#[N:5])[cH:6][c:7]([CH3:14])[c:8]([C:10]([F:11])([F:12])[F:13])[cH:9]1. The reactants are C(#N)C1=CC=C(C=C1)O (4-cyanophenol), Cl.ClCCC=1N=CNC1 (4-[2-chloroethyl]imidazole hydrochloride), C([O-])([O-])=O.[K+].[K+] (potassium carbonate), [I-].[Na+] (sodium iodide). Solvent: CN(C=O)C (dimethylformamide). Yields the product C(#N)C1=CC=C(OCCC=2N=CNC2)C=C1 (4-[2-(4-Cyanophenoxy)ethyl]-1H-imidazole). Reaction SMILES: [C:1]([C:3]1[CH:8]=[CH:7][C:6]([OH:9])=[CH:5][CH:4]=1)#[N:2].Cl.Cl[CH2:12][CH2:13][C:14]1[N:15]=[CH:16][NH:17][CH:18]=1.C(=O)([O-])[O-].[K+].[K+].[I-].[Na+]>CN(C)C=O>[C:1]([C:3]1[CH:8]=[CH:7][C:6]([O:9][CH2:12][CH2:13][C:14]2[N:15]=[CH:16][NH:17][CH:18]=2)=[CH:5][CH:4]=1)#[N:2] |f:1.2,3.4.5,6.7|. Procedure details: 360 mg (3 mmol) of 4-cyanophenol, 251 mg (1.5 mmol) of 4-[2-chloroethyl]imidazole hydrochloride, 500 mg (3.6 mmol) of potassium carbonate and sodium iodide (catalyst) are stirred at 80° C. for 5 days in 5 ml of dimethylformamide. The mixture is cooled and filtered. The filtrate is evaporated under reduced pressure to give an oily residue. The unreacted 4-cyanophenol is precipitated with a methanol/diethyl ether (1/10) mixture. After filtration, the filtrate is evaporated under reduced pressure t...